Dataset: the Open Reaction Database (ORD), a public repository of structured organic reaction records. Task: describe an organic reaction: reactants, conditions, products, and yield Reactants: O1C(COC2=CC=C(C=C2)C=2N(C=C(N2)C(F)(F)F)C)C1 (2-[4-(2,3-epoxypropoxy)-phenyl]-1-methyl-4-(trifluoromethyl)-imidazole), C(C1=CC=CC=C1)NCCOC1=CC=C(C(C(=O)N)=C1)O (5-[2-(benzylamino)-ethoxy]-salicylamide). The solvent is C(C)(C)O (isopropanol). Yields the product C(C1=CC=CC=C1)N(CC(COC1=CC=C(C=C1)C=1N(C=C(N1)C(F)(F)F)C)O)CCOC1=CC(=C(C=C1)O)C(N)=O (1-[N-benzyl-2-(3-carbamoyl-4-hydroxyphenoxy)-ethylamino]-3-[4-[1-methyl-4-(trifluoromethyl)-imidazol-2-yl]-phenoxy]-2-propanol). As a reaction SMILES: [O:1]1[CH2:21][CH:2]1[CH2:3][O:4][C:5]1[CH:10]=[CH:9][C:8]([C:11]2[N:12]([CH3:20])[CH:13]=[C:14]([C:16]([F:19])([F:18])[F:17])[N:15]=2)=[CH:7][CH:6]=1.[CH2:22]([NH:29][CH2:30][CH2:31][O:32][C:33]1[CH:41]=[C:37]([C:38]([NH2:40])=[O:39])[C:36]([OH:42])=[CH:35][CH:34]=1)[C:23]1[CH:28]=[CH:27][CH:26]=[CH:25][CH:24]=1>C(O)(C)C>[CH2:22]([N:29]([CH2:30][CH2:31][O:32][C:33]1[CH:34]=[CH:35][C:36]([OH:42])=[C:37]([C:38](=[O:39])[NH2:40])[CH:41]=1)[CH2:21][CH:2]([OH:1])[CH2:3][O:4][C:5]1[CH:6]=[CH:7][C:8]([C:11]2[N:12]([CH3:20])[CH:13]=[C:14]([C:16]([F:17])([F:19])[F:18])[N:15]=2)=[CH:9][CH:10]=1)[C:23]1[CH:28]=[CH:27][CH:26]=[CH:25][CH:24]=1. Reported procedure: A solution of 5 g of 2-[4-(2,3-epoxypropoxy)-phenyl]-1-methyl-4-(trifluoromethyl)-imidazole and 4.7 g of 5-[2-(benzylamino)-ethoxy]-salicylamide in 100 ml of isopropanol is heated under reflux for 15 hours and the solvent is subsequently removed in a rotary evaporator. The crude 1-[N-benzyl-2-(3-carbamoyl-4-hydroxyphenoxy)-ethylamino]-3-[4-[1-methyl-4-(trifluoromethyl)-imidazol-2-yl]-phenoxy]-2-propanol, obtained in the form of an oil, is further processed in that form.